describe an organic reaction: reactants, conditions, products, and yield From a dataset of the Open Reaction Database (ORD), a public repository of structured organic reaction records. Reactants: CC(=O)OCCn1ccc(=O)c(O)c1Cc1ccccc1, CCO, Cl, [Na+], [OH-]. Product: O=c1ccn(CCO)c(Cc2ccccc2)c1O. Reaction SMILES: [CH2:1]([c:2]1[cH:3][cH:4][cH:5][cH:6][cH:7]1)[c:8]1[n:9]([CH2:16][CH2:17][O:18][C:19](=[O:20])[CH3:21])[cH:10][cH:11][c:12](=[O:15])[c:13]1[OH:14].[CH3:25][CH2:26][OH:27].[ClH:22].[Na+:24].[OH-:23]>>[CH2:1]([c:2]1[cH:3][cH:4][cH:5][cH:6][cH:7]1)[c:8]1[n:9]([CH2:16][CH2:17][OH:18])[cH:10][cH:11][c:12](=[O:15])[c:13]1[OH:14]. Reactants: Cc1ccc(Oc2ccc([N+](=O)[O-])cc2C)cn1, CCOC(C)=O, CCO, [H][H]. Product: Cc1ccc(Oc2ccc(N)cc2C)cn1. RXN SMILES: [CH3:1][c:2]1[n:3][cH:4][c:5]([O:8][c:9]2[c:10]([CH3:18])[cH:11][c:12]([N+:15]([O-:16])=[O:17])[cH:13][cH:14]2)[cH:6][cH:7]1.[CH3:21][CH2:22][O:23][C:24](=[O:25])[CH3:26].[CH3:27][CH2:28][OH:29].[H:19][H:20]>>[CH3:1][c:2]1[n:3][cH:4][c:5]([O:8][c:9]2[c:10]([CH3:18])[cH:11][c:12]([NH2:15])[cH:13][cH:14]2)[cH:6][cH:7]1. The reactants are Cl (hydrogen chloride), CN(C(C)=N)C=CC1=CC(=C(C=C1)Cl)Cl (N-methyl-N-(3,4-dichlorostyryl)acetamidine), [OH-].[Na+] (sodium hydroxide), ClC=1C=C(C=CNC(C)=N)C=CC1Cl (N-(3,4-dichlorostyryl)acetamidine), FS(=O)(=O)OC (methyl fluorosulfonate). Solvent: ClCCl (dichloromethane), CC(=O)C (acetone). Product: Cl.CN(C(C)=N)C=CC1=CC(=C(C=C1)Cl)Cl (N-METHYL-N-(3,4-DICHLOROSTYRYL)ACETAMIDINE HYDROCHLORIDE). Reaction SMILES: [CH3:1][N:2]([CH:6]=[CH:7][C:8]1[CH:13]=[CH:12][C:11]([Cl:14])=[C:10]([Cl:15])[CH:9]=1)[C:3](=[NH:5])[CH3:4].ClC1C=C(C=CC=1Cl)C=CNC(=N)C.FS(OC)(=O)=O.[OH-].[Na+].Cl>CC(C)=O.ClCCl>[ClH:14].[CH3:1][N:2]([CH:6]=[CH:7][C:8]1[CH:13]=[CH:12][C:11]([Cl:14])=[C:10]([Cl:15])[CH:9]=1)[C:3](=[NH:5])[CH3:4] |f:3.4,8.9|. Procedure: An alternate method for the preparation of N-methyl-N-(3,4-dichlorostyryl)acetamidine involves the N-methylation of N-(3,4-dichlorostyryl)acetamidine (9.2 g., 0.04 mole) with methyl fluorosulfonate (5.7 g., 0.05 mole) in 50 ml. of dichloromethane. The reaction mixture is basified with 10% sodium hydroxide and the organic layer separated, dried, and concentrated to provide the free base which is taken up in acetone and acidified with ethanolic hydrogen chloride. The product thus obtained is cryst... Starting materials: ClS(=O)(=O)C1=CC=2C3=C(C(NC2C=C1)=O)NC=C3C(=O)O (8-chlorosulfonyl-4-oxo-4,5-dihydro-3H-pyrrolo[2,3-c]quinoline-1-carboxylic acid), FC1=CC=C(NC)C=C1 ((4-fluoro)-N-methyl-aniline). Yields the product FC1=CC=C(C=C1)N(S(=O)(=O)C1=CC=2C3=C(C(NC2C=C1)=O)NC=C3)C.C(C)C(=O)[O-] (8-[(4-fluorophenyl)-methyl-sulfamoyl)-4-oxo-4,5-dihydro-3H-pyrrolo[2,3-c]quinoline 1-ethyl carboxylate). Isolated yield 24.5%. Reaction SMILES: Cl[S:2]([C:5]1[CH:14]=[CH:13][C:12]2[NH:11][C:10](=[O:15])[C:9]3[NH:16][CH:17]=[C:18]([C:19]([OH:21])=[O:20])[C:8]=3[C:7]=2[CH:6]=1)(=[O:4])=[O:3].[F:22][C:23]1[CH:30]=[CH:29][C:26]([NH:27][CH3:28])=[CH:25][CH:24]=1>>[F:22][C:23]1[CH:30]=[CH:29][C:26]([N:27]([CH3:28])[S:2]([C:5]2[CH:14]=[CH:13][C:12]3[NH:11][C:10](=[O:15])[C:9]4[NH:16][CH:17]=[CH:18][C:8]=4[C:7]=3[CH:6]=2)(=[O:3])=[O:4])=[CH:25][CH:24]=1.[CH2:18]([C:19]([O-:21])=[O:20])[CH3:17] |f:2.3|. Reported procedure: This compound is prepared according to synthesis 25, from 150 mg (0.46 mmol) of 8-chlorosulfonyl-4-oxo-4,5-dihydro-3H-pyrrolo[2,3-c]quinoline-1-carboxylic acid (synthesis 2) and 62 μL (0.55 mmol) of (4-fluoro)-N-methyl-aniline. After purification by chromatography on silica (eluent dichloromethane/methanol 95/5) then trituration in methanol, 25 mg (12%) of 8-[(4-fluorophenyl)-methyl-sulfamoyl)-4-oxo-4,5-dihydro-3H-pyrrolo[2,3-c]quinoline-1-ethyl carboxylate is obtained in the form of a white sol... Starting materials: O1CCOCC1 (dioxane), resultant mixture, ClC1=C(C(=O)Cl)C(=CC(=C1)I)Cl (2,6-dichloro-4-iodobenzoyl chloride), FC=1C=NC=C(C1N)F (3,5-difluoropyridin-4-ylamine). Run in CO (MeOH), CO (MeOH), [OH-].[Na+] (NaOH), C1CCOC1 (THF), N1=CC=CC=C1 (pyridine). Reaction conditions: time 8 hour. The product is ClC1=C(C(=O)NC2=C(C=NC=C2F)F)C(=CC(=C1)I)Cl (2,6-Dichloro-N-(3,5-difluoropyridin-4-yl)-4-iodobenzamide). Isolated yield 68.9%. RXN SMILES: [Cl:1][C:2]1[CH:10]=[C:9]([I:11])[CH:8]=[C:7]([Cl:12])[C:3]=1[C:4](Cl)=[O:5].[F:13][C:14]1[CH:15]=[N:16][CH:17]=[C:18]([F:21])[C:19]=1[NH2:20].O1CCOCC1>C1COCC1.N1C=CC=CC=1.[OH-].[Na+].CO>[Cl:1][C:2]1[CH:10]=[C:9]([I:11])[CH:8]=[C:7]([Cl:12])[C:3]=1[C:4]([NH:20][C:19]1[C:18]([F:21])=[CH:17][N:16]=[CH:15][C:14]=1[F:13])=[O:5] |f:5.6|. Reported procedure: A suspension of 2,6-dichloro-4-iodobenzoyl chloride (24.2 g, 72.1 mmol) in THF (25 mL), was added drop-wise over 10 minutes, to a solution of 3,5-difluoropyridin-4-ylamine (10.37 g, 79.7 mmol) in pyridine (100 mL) at a temperature of between 3 and 5° C., under nitrogen. The reaction mixture was allowed to warm to room temperature over 1 hour and then stirred overnight. The volatiles were removed under reduced pressure and the resultant residue was treated with HCl (1 N, 90 mL). The resultant sus... Starting materials: C(=O)(OC)C=1C=C2COC(=O)C2=CC1 (5-carbomethoxyphthalide), C[O-].[Na+] (sodium methoxide), Cl (hydrochloric acid), FC1=C(C=O)C=CC=C1 (o-fluorobenzaldehyde). Run in CO (methanol), O (water). Product: FC1=C(CCC2=C(C=CC(=C2)C(=O)O)C(=O)O)C=CC=C1 (2-(o-fluorophenethyl)benzene-1,4-dicarboxylic acid). As a reaction SMILES: [C:1]([C:5]1[CH:6]=[C:7]2[C:12](=[CH:13][CH:14]=1)[C:10](=[O:11])[O:9][CH2:8]2)([O:3]C)=[O:2].C[O-].[Na+].[F:18][C:19]1[CH:26]=[CH:25][CH:24]=[CH:23][C:20]=1[CH:21]=O.Cl>CO.O>[F:18][C:19]1[CH:26]=[CH:25][CH:24]=[CH:23][C:20]=1[CH2:21][CH2:8][C:7]1[CH:6]=[C:5]([C:1]([OH:3])=[O:2])[CH:14]=[CH:13][C:12]=1[C:10]([OH:9])=[O:11] |f:1.2|. Reported procedure: 8.5 G. of 5-carbomethoxyphthalide and 2.43 g. of sodium methoxide were refluxed for 15 minutes in 250 ml of methanol, and then 5.55 g. of o-fluorobenzaldehyde was added. The mixture was refluxed for 20 hours and then poured into water and acidified with dilute hydrochloric acid. The solution was extracted with ethyl acetate and the extract washed, dried and evaporated. The residue was refluxed for 48 hours in 75 ml of acetic acid and 45 ml of 57% aqueous hydriodic acid containing 7.5 g. of red p... Reactants: CC(=O)n1ncc2ccc(Oc3c(F)cc(C(F)(F)F)cc3Cl)cc21, CO, Cl. RXN SMILES: [C:1](=[O:2])([CH3:3])[n:4]1[n:5][cH:6][c:7]2[cH:8][cH:9][c:10]([O:13][c:14]3[c:15]([Cl:25])[cH:16][c:17]([C:21]([F:22])([F:23])[F:24])[cH:18][c:19]3[F:20])[cH:11][c:12]12.[CH3:27][OH:28].[ClH:26]>>[nH:4]1[n:5][cH:6][c:7]2[cH:8][cH:9][c:10]([O:13][c:14]3[c:15]([Cl:25])[cH:16][c:17]([C:21]([F:22])([F:23])[F:24])[cH:18][c:19]3[F:20])[cH:11][c:12]12. Yields the product Fc1cc(C(F)(F)F)cc(Cl)c1Oc1ccc2cn[nH]c2c1. Starting materials: [Na][Na] (disodium), intermediate, Cl (hydrochloric acid), [N+](=O)([O-])C1=CC=C(OC2=CC(=C(C=C2)O)NC(CCCCCCCCCCCCCCC)=O)C=C1 (4-(4-nitrophenoxy)-2-hexadecanoylaminophenol), [Br-].[Al+3].[Br-].[Br-] (aluminum bromide), C1=CC=CC=C1 (benzene). Yields the product [N+](=O)([O-])C1=CC=C(OC2=CC(=C(C=C2)OC)NC(CCCCCCCCCCCCCCC)=O)C=C1 (4-(4-Nitrophenoxy)-2-hexadecanamido-anisole). RXN SMILES: [Na][Na].[Br-].[Al+3].[Br-].[Br-].Cl.[N+:8]([C:11]1[CH:42]=[CH:41][C:14]([O:15][C:16]2[CH:21]=[CH:20][C:19]([OH:22])=[C:18]([NH:23][C:24](=[O:40])[CH2:25][CH2:26][CH2:27][CH2:28][CH2:29][CH2:30][CH2:31][CH2:32][CH2:33][CH2:34][CH2:35][CH2:36][CH2:37][CH2:38][CH3:39])[CH:17]=2)=[CH:13][CH:12]=1)([O-:10])=[O:9].[CH:43]1C=CC=CC=1>>[N+:8]([C:11]1[CH:42]=[CH:41][C:14]([O:15][C:16]2[CH:21]=[CH:20][C:19]([O:22][CH3:43])=[C:18]([NH:23][C:24](=[O:40])[CH2:25][CH2:26][CH2:27][CH2:28][CH2:29][CH2:30][CH2:31][CH2:32][CH2:33][CH2:34][CH2:35][CH2:36][CH2:37][CH2:38][CH3:39])[CH:17]=2)=[CH:13][CH:12]=1)([O-:10])=[O:9] |f:1.2.3.4|. Procedure details: Coupler (15): A mixture of 5 g of the intermediate prepared in the above procedure and 5 g of aluminum bromide was refluxed under heating in anhydrous benzene for 16 hours and then by treating the product with dilute hydrochloric acid, 4-(4-nitrophenoxy)-2-hexadecanoylaminophenol having a melting point of 96-97° C was obtained. The solvent used for the recrystallization was methanol. Then, by following the same procedure as in the synthesis of Coupler (1) in Synthesis Example 1, the desired coup...